Dataset: the Open Reaction Database (ORD), a public repository of structured organic reaction records. Task: describe an organic reaction: reactants, conditions, products, and yield Starting materials: C(C1=CC=CC=C1)(C1=CC=CC=C1)O (benzhydrol), ClCCCCO (4-chloro-1-butanol). The product is C1(=CC=CC=C1)C(OCCCCCl)C1=CC=CC=C1 (4-(Diphenylmethoxy)butyl chloride). Isolated yield 90.0%. As a reaction SMILES: [CH:1]([OH:14])([C:8]1[CH:13]=[CH:12][CH:11]=[CH:10][CH:9]=1)[C:2]1[CH:7]=[CH:6][CH:5]=[CH:4][CH:3]=1.[Cl:15][CH2:16][CH2:17][CH2:18][CH2:19]O>>[C:2]1([CH:1]([C:8]2[CH:9]=[CH:10][CH:11]=[CH:12][CH:13]=2)[O:14][CH2:19][CH2:18][CH2:17][CH2:16][Cl:15])[CH:7]=[CH:6][CH:5]=[CH:4][CH:3]=1. Reported procedure: Starting with benzhydrol and 4-chloro-1-butanol, the procedure of Reference Example 15 was otherwise repeated to provide the title compoun. Yield 90%.